This data is from the Open Reaction Database (ORD), a public repository of structured organic reaction records. The task is: describe an organic reaction: reactants, conditions, products, and yield The reactants are CCCC(=O)O, ClCCl, CN(C)c1ccncc1, [Cl-], C1COCCO1, COC(=O)NC(C(=O)NN(Cc1ccccc1)CC(O)C(Cc1ccccc1)NC(=O)C(CC(N)=O)NC(=O)c1ccc2ccccc2n1)C(C)C, c1ccncc1. Yields the product CCCC(=O)OC(CN(Cc1ccccc1)NC(=O)C(NC(=O)OC)C(C)C)C(Cc1ccccc1)NC(=O)C(CC(N)=O)NC(=O)c1ccc2ccccc2n1. As a reaction SMILES: [C:2]([CH2:3][CH2:4][CH3:5])(=[O:6])[OH:7].[CH2:75]([Cl:76])[Cl:77].[CH3:60][N:61]([c:62]1[cH:63][cH:64][n:65][cH:66][cH:67]1)[CH3:68].[Cl-:1].[O:69]1[CH2:70][CH2:71][O:72][CH2:73][CH2:74]1.[OH:8][CH:9]([CH2:10][N:11]([NH:12][C:13]([CH:14]([NH:15][C:16](=[O:17])[O:18][CH3:19])[CH:20]([CH3:21])[CH3:22])=[O:23])[CH2:24][c:25]1[cH:26][cH:27][cH:28][cH:29][cH:30]1)[CH:31]([CH2:32][c:33]1[cH:34][cH:35][cH:36][cH:37][cH:38]1)[NH:39][C:40]([CH:41]([NH:42][C:43](=[O:44])[c:45]1[n:46][c:47]2[cH:48][cH:49][cH:50][cH:51][c:52]2[cH:53][cH:54]1)[CH2:55][C:56]([NH2:57])=[O:58])=[O:59].[cH:78]1[cH:79][cH:80][n:81][cH:82][cH:83]1>>[C:2]([CH2:3][CH2:4][CH3:5])(=[O:6])[O:7][CH:9]([CH2:10][N:11]([NH:12][C:13]([CH:14]([NH:15][C:16](=[O:17])[O:18][CH3:19])[CH:20]([CH3:21])[CH3:22])=[O:23])[CH2:24][c:25]1[cH:26][cH:27][cH:28][cH:29][cH:30]1)[CH:31]([CH2:32][c:33]1[cH:34][cH:35][cH:36][cH:37][cH:38]1)[NH:39][C:40]([CH:41]([NH:42][C:43](=[O:44])[c:45]1[n:46][c:47]2[cH:48][cH:49][cH:50][cH:51][c:52]2[cH:53][cH:54]1)[CH2:55][C:56]([NH2:57])=[O:58])=[O:59]. Starting materials: C([O-])([O-])=O.[Na+].[Na+] (sodium carbonate), CC(CC=C(C=O)C1=CC=CC=C1)C (5-methyl-2-phenyl-2-hexenal), [Cl-].O[NH3+] (hydroxylammonium chloride), 2h. The solvent is O (water), C(C)O (ethanol), O (water). Product: CC(CC=C(C=NO)C1=CC=CC=C1)C (5-methyl-2-phenyl-2-hexenal oxime). Isolated yield 74.7%. Reaction SMILES: [CH3:1][CH:2]([CH3:14])[CH2:3][CH:4]=[C:5]([C:8]1[CH:13]=[CH:12][CH:11]=[CH:10][CH:9]=1)[CH:6]=O.[Cl-].[OH:16][NH3+:17].C(=O)([O-])[O-].[Na+].[Na+]>C(O)C.O>[CH3:1][CH:2]([CH3:14])[CH2:3][CH:4]=[C:5]([C:8]1[CH:13]=[CH:12][CH:11]=[CH:10][CH:9]=1)[CH:6]=[N:17][OH:16] |f:1.2,3.4.5|. Reported procedure: To a solution of 5-methyl-2-phenyl-2-hexenal (5.0 g, 27 mmol) and hydroxylammonium chloride (3.7 g, 53 mmol) in a mixture of 96% ethanol (20 ml) and water (5 ml) was carefully added a solution of sodium carbonate (11.2 g, 106 mmol) in water (30 ml). The resulting mixture was stirred for 2h, the precipitated compound was filtered off and suspended in dichloromethane (500 ml). The suspension was filtered and the solvent evaporated from the filtrate in vacuo to give 4.1 g of 5-methyl-2-phenyl-2-hex... Reactants: N#Cc1ccccc1CBr, O=C([O-])O, O=C([O-])[O-], CC(=O)CC(C)C, [K+], [K+], [K+], O, O=C1NCCS1. Yields the product N#Cc1ccccc1CN1CCSC1=O. Reaction SMILES: [Br:18][CH2:19][c:20]1[c:21]([C:22]#[N:23])[cH:24][cH:25][cH:26][cH:27]1.[C:13](=[O:14])([O-:15])[OH:16].[C:7](=[O:8])([O-:9])[O-:10].[CH2:28]([C:29]([CH3:30])=[O:31])[CH:32]([CH3:33])[CH3:34].[K+:11].[K+:12].[K+:17].[OH2:35].[S:1]1[C:2](=[O:6])[NH:3][CH2:4][CH2:5]1>>[S:1]1[C:2](=[O:6])[N:3]([CH2:19][c:20]2[c:21]([C:22]#[N:23])[cH:24][cH:25][cH:26][cH:27]2)[CH2:4][CH2:5]1.